Dataset: the Open Reaction Database (ORD), a public repository of structured organic reaction records. Task: describe an organic reaction: reactants, conditions, products, and yield Reactants: CC(CC1=CC=C(C=C1)C(CC)=O)C (1-[4-(2-methylpropyl)-phenyl]-propan-1-one), dimethyl ester, C([C@H](O)[C@@H](O)C(=O)O)(=O)O (L(+) tartaric acid), C(OC)(OC)OC (trimethyl orthoformate), CS(=O)(=O)O (methanesulphonic acid). Run at temperature 50 celsius. Yields the product COC(=O)[C@@H]1OC(O[C@H]1C(=O)OC)(C1=CC=C(C=C1)CC(C)C)CC (2-ethyl-2-[4-(2-methylpropyl)-phenyl]-1,3-dioxolane-4(R),5(R)-dicarboxylic acid dimethylester). RXN SMILES: [CH3:1][CH:2]([CH3:14])[CH2:3][C:4]1[CH:9]=[CH:8][C:7]([C:10](=[O:13])[CH2:11][CH3:12])=[CH:6][CH:5]=1.C(O)(=O)[C@@H:16]([C@H:18]([C:20]([OH:22])=[O:21])O)[OH:17].[CH:25]([O:30]C)([O:28][CH3:29])OC.[CH3:32]S(O)(=O)=O>>[CH3:32][O:22][C:20]([C@H:18]1[C@H:16]([C:25]([O:28][CH3:29])=[O:30])[O:17][C:10]([CH2:11][CH3:12])([C:7]2[CH:6]=[CH:5][C:4]([CH2:3][CH:2]([CH3:1])[CH3:14])=[CH:9][CH:8]=2)[O:13]1)=[O:21]. Procedure: A mixture of 1-[4-(2-methylpropyl)-phenyl]-propan-1-one (110 g; 0.58 moles), dimethyl ester of L(+) tartaric acid (206 g; 1.16 moles) and trimethyl orthoformate (122.7 g; 1.16 moles) is gradually heated up to complete solution (50° C. The solution is added with methanesulphonic acid (3.9 g; 0.04 moles). Starting materials: BrC=1C(=CC2=C(C=C(O2)C(=O)O)C1)C (5-bromo-6-methyl-benzofuran-2-carboxylic acid), [B-](F)(F)(F)F.[B-](F)(F)(F)F.C1C[N+]2(CC[N+]1(CC2)CCl)F (Selectfluor), C([O-])(O)=O.[Na+] (sodium bicarbonate), [B-](F)(F)(F)F.[B-](F)(F)(F)F.C1C[N+]2(CC[N+]1(CC2)CCl)F (Selectfluor). Run in O (water), CC(OCC)=O (EA), CC(OCC)=O (EA). Yields the product BrC=1C(=CC2=C(C=C(O2)F)C1)C (5-bromo-2-fluoro-6-methyl-benzofuran). Isolated yield 36.1%. Reaction SMILES: [Br:1][C:2]1[C:3]([CH3:14])=[CH:4][C:5]2[O:9][C:8](C(O)=O)=[CH:7][C:6]=2[CH:13]=1.[B-](F)(F)(F)[F:16].[B-](F)(F)(F)F.C1[N+]2(CCl)CC[N+](F)(CC2)C1.C(=O)(O)[O-].[Na+]>O.CC(=O)OCC>[Br:1][C:2]1[C:3]([CH3:14])=[CH:4][C:5]2[O:9][C:8]([F:16])=[CH:7][C:6]=2[CH:13]=1 |f:1.2.3,4.5|. Procedure: A mixture of 5-bromo-6-methyl-benzofuran-2-carboxylic acid (229, 243 mg, 0.95 mmol), Selectfluor (481 mg, 1.36 mmol) and sodium bicarbonate (228 mg, 2.72 mmol) in 3 ml water and 3 ml EA was stirred vigorously at r.t. for 60 h before addition of another 240 mg of Selectfluor. After further 20 h the reaction mixture was diluted with EA, washed twice with 1N NaOH. Org phase was washed with brine, dried over sodium sulfate, concentrated to dryness to give 78.5 mg of title compound as light brown wax... The reactants are C(C1=CC=CC=C1)OC(=O)N[C@@H](C)C(=O)N1[C@@H](CC2CCCCC12)C(=O)O (1-[N-Benzyloxycarbonyl-(S)-alanyl]octahydroindole-2(S)-carboxylic acid). Reagents/catalysts: [Pd] (palladium-on-charcoal). The solvent is CO (methanol). Product: N[C@@H](C)C(=O)N1[C@@H](CC2CCCCC12)C(=O)O (1-[(S)-alanyl ]octahydroindole-2(S)-carboxylic acid). As a reaction SMILES: C(OC([NH:11][C@H:12]([C:14]([N:16]1[CH:24]2[CH:19]([CH2:20][CH2:21][CH2:22][CH2:23]2)[CH2:18][C@H:17]1[C:25]([OH:27])=[O:26])=[O:15])[CH3:13])=O)C1C=CC=CC=1>CO.[Pd]>[NH2:11][C@H:12]([C:14]([N:16]1[CH:24]2[CH:19]([CH2:20][CH2:21][CH2:22][CH2:23]2)[CH2:18][C@H:17]1[C:25]([OH:27])=[O:26])=[O:15])[CH3:13]. Procedure details: Dissolve 1.70 g of 1-[N-Benzyloxycarbonyl-(S)-alanyl]octahydroindole-2(S)-carboxylic acid in 100 ml of methanol. Add 0.40 g 10% palladium-on-charcoal and hydrogenate the mixture at atmospheric pressure. Filter the mixture and concentrate in vacuo to give 1-[(S)-alanyl ]octahydroindole-2(S)-carboxylic acid, a white solid [α]D26 -18.5° (ethanol), m.p. 163°-165°. Starting materials: CC(C)C(C(=O)O)c1ccc(OC(F)(F)C(F)F)cc1, O=S(Cl)Cl, c1ccccc1. Product: CC(C)C(C(=O)Cl)c1ccc(OC(F)(F)C(F)F)cc1. Reaction SMILES: [CH3:1][CH:2]([CH:3]([C:4](=[O:5])[OH:6])[c:7]1[cH:8][cH:9][c:10]([O:13][C:14]([CH:15]([F:16])[F:17])([F:18])[F:19])[cH:11][cH:12]1)[CH3:20].[S:21]([Cl:22])([Cl:23])=[O:24].[cH:25]1[cH:26][cH:27][cH:28][cH:29][cH:30]1>>[CH3:1][CH:2]([CH:3]([C:4](=[O:5])[Cl:23])[c:7]1[cH:8][cH:9][c:10]([O:13][C:14]([CH:15]([F:16])[F:17])([F:18])[F:19])[cH:11][cH:12]1)[CH3:20]. The reactants are CC1=C(N=C(S1)NC(C1=CC=CC=C1)(C1=CC=CC=C1)C1=CC=CC=C1)/C(/C(=O)OCC)=N/OC(C1=CC=CC=C1)(C1=CC=CC=C1)C1=CC=CC=C1 (ethyl 2-(5-methyl-2-tritylaminothiazol-4-yl)-2-(Z)-(trityloxyimino)acetate), [OH-].[Na+] (sodium hydroxide), C(C)(=O)OCC (ethyl acetate). Run in O1CCOCC1 (dioxane), O (water), O (water), O (water). Reaction conditions: temperature 100 celsius. The product is CC1=C(N=C(S1)NC(C1=CC=CC=C1)(C1=CC=CC=C1)C1=CC=CC=C1)/C(/C(=O)O)=N/OC(C1=CC=CC=C1)(C1=CC=CC=C1)C1=CC=CC=C1 ((5-methyl-2-tritylaminothiazol-4-yl)-2-(Z)-(trityloxyimino) acetic acid). Yield: 101.4%. As a reaction SMILES: [CH3:1][C:2]1[S:6][C:5]([NH:7][C:8]([C:21]2[CH:26]=[CH:25][CH:24]=[CH:23][CH:22]=2)([C:15]2[CH:20]=[CH:19][CH:18]=[CH:17][CH:16]=2)[C:9]2[CH:14]=[CH:13][CH:12]=[CH:11][CH:10]=2)=[N:4][C:3]=1/[C:27](=[N:33]/[O:34][C:35]([C:48]1[CH:53]=[CH:52][CH:51]=[CH:50][CH:49]=1)([C:42]1[CH:47]=[CH:46][CH:45]=[CH:44][CH:43]=1)[C:36]1[CH:41]=[CH:40][CH:39]=[CH:38][CH:37]=1)/[C:28]([O:30]CC)=[O:29].[OH-].[Na+].C(OCC)(=O)C>O1CCOCC1.O>[CH3:1][C:2]1[S:6][C:5]([NH:7][C:8]([C:21]2[CH:26]=[CH:25][CH:24]=[CH:23][CH:22]=2)([C:15]2[CH:16]=[CH:17][CH:18]=[CH:19][CH:20]=2)[C:9]2[CH:14]=[CH:13][CH:12]=[CH:11][CH:10]=2)=[N:4][C:3]=1/[C:27](=[N:33]/[O:34][C:35]([C:48]1[CH:53]=[CH:52][CH:51]=[CH:50][CH:49]=1)([C:42]1[CH:43]=[CH:44][CH:45]=[CH:46][CH:47]=1)[C:36]1[CH:37]=[CH:38][CH:39]=[CH:40][CH:41]=1)/[C:28]([OH:30])=[O:29] |f:1.2|. Procedure: A solution of ethyl 2-(5-methyl-2-tritylaminothiazol-4-yl)-2-(Z)-(trityloxyimino)acetate (9.8 g) in dioxane (40 ml) and water (40 ml) was treated with sodium hydroxide (2.75 g). The mixture was allowed to warm to 100° C. The reaction mixture was cooled to room temperature, diluted with water, and filtered to give a precipitate. A suspension of the precipitate in water and ethyl acetate was allowed to pH 2.5, the organic phase was washed with brine and dried with magnesium sulfate. The solvent wa... The reactants are C1=NC=CC2=CC=CC=C12 (isoquinoline), [OH-].[Na+] (sodium hydroxide), CCl (methyl chloride), ClC(C(=O)N1C(C2=CC=CC=C2CC1)C)Cl (2-(Dichloroacetyl)-1-methyl-1,2,3,4-tetrahydroisoquinoline), ClC(C(=O)Cl)Cl (dichloroacetyl chloride), CCCC(=O)Cl (n-butyryl chloride), C(CC)C1NCCC2=CC=CC=C12 (1-n-propyl-1,2,3,4-tetrahydroisoquinoline). Solvent: O (water). The product is ClC(C(=O)N1C(C2=CC=CC=C2CC1)CCC)Cl (2-(Dichloroacetyl)-1-n-propyl-1,2,3,4-tetrahydroisoquinoline). As a reaction SMILES: [Cl:1][CH:2]([Cl:16])[C:3]([N:5]1[CH2:14][CH2:13][C:12]2[C:7](=[CH:8][CH:9]=[CH:10][CH:11]=2)[CH:6]1[CH3:15])=[O:4].[CH3:17][CH2:18]CC(Cl)=O.C(C1C2C(=CC=CC=2)CCN1)CC.C1C2C(=CC=CC=2)C=CN=1.[OH-].[Na+].CCl.ClC(Cl)C(Cl)=O>O>[Cl:16][CH:2]([Cl:1])[C:3]([N:5]1[CH2:14][CH2:13][C:12]2[C:7](=[CH:8][CH:9]=[CH:10][CH:11]=2)[CH:6]1[CH2:15][CH2:17][CH3:18])=[O:4] |f:4.5|. Procedure details: By procedures described in Example 1, (Method A), phenethylamine and n-butyryl chloride were converted to 1-n-propyl-1,2,3,4-tetrahydroisoquinoline. A reaction vessel was charged with 2.0 g of this isoquinoline compound, 10 ml 10% sodium hydroxide and 50 ml methyl chloride. With this mixture stirred, 2 ml dichloroacetyl chloride was added dropwise to the mixture. The mixture was stirred for 2 minutes, then water was added. The organic extract was dried with magnesium sulfate, stripped of solvent... Reactants: OC[C@@H]1NCCCC1 ((R)-2-hydroxymethylpiperidine), S(C)(=O)(=O)OCCC1=CC(=CC=C1)OC (3-methoxyphenethyl mesylate), C([O-])([O-])=O.[Na+].[Na+] (sodium carbonate), [I-].[Na+] (sodium iodide). Solvent: C(C)#N (acetonitrile). Reaction conditions: temperature 90 celsius. Yields the product OC[C@@H]1N(CCCC1)CCC1=CC(=CC=C1)OC ((R)-2-hydroxymethyl-1-(3-methoxyphenethyl) piperidine), oil. The yield is 52.0%. Reaction SMILES: [OH:1][CH2:2][C@H:3]1[CH2:8][CH2:7][CH2:6][CH2:5][NH:4]1.S(O[CH2:14][CH2:15][C:16]1[CH:21]=[CH:20][CH:19]=[C:18]([O:22][CH3:23])[CH:17]=1)(=O)(=O)C.C(=O)([O-])[O-].[Na+].[Na+].[I-].[Na+]>C(#N)C>[OH:1][CH2:2][C@H:3]1[CH2:8][CH2:7][CH2:6][CH2:5][N:4]1[CH2:14][CH2:15][C:16]1[CH:21]=[CH:20][CH:19]=[C:18]([O:22][CH3:23])[CH:17]=1 |f:2.3.4,5.6|. Procedure details: (R)-2-hydroxymethylpiperidine (288 mg, 2.50 mmol), 3-methoxyphenethyl mesylate (863 mg, 3.75 mmol), sodium carbonate (398 mg, 3.75 mmol) and sodium iodide (30 mg, 0.20 mmol) were added to acetonitrile (25 ml), and they were heated under reflux at 90° C. for 6 hours. The solvent was evaporated under reduced pressure. The residue was distributed in ethyl acetate and saturated aqueous sodium hydrogencarbonate solution. The organic layer was washed with water and dried over magnesium sulfate. Then t... Starting materials: C(C)[O-].[Na+] (sodium ethanolate), Cl.Cl.N(N)C=1C=NC=CC1 (3-Hydrazinopyridine.dihydrochloride), C(C=C)#N (acrylonitrile), C(C)[O-].[Na+] (sodium ethanolate), Cl (hydrochloric acid). Conditions: temperature 20 celsius. Yields the product N1=CC(=CC=C1)N1N=C(CC1)N (1-(Pyridin-3-yl)-4,5-dihydro-1H-pyrazol-3-amine). The yield is 73.5%. As a reaction SMILES: C([O-])C.[Na+].Cl.Cl.[NH:7]([C:9]1[CH:10]=[N:11][CH:12]=[CH:13][CH:14]=1)[NH2:8].[C:15](#[N:18])[CH:16]=[CH2:17].Cl>>[N:11]1[CH:12]=[CH:13][CH:14]=[C:9]([N:7]2[CH2:17][CH2:16][C:15]([NH2:18])=[N:8]2)[CH:10]=1 |f:0.1,2.3.4|. Procedure details: To a 4-neck, round bottomed flask (250 mL) was charged sodium ethanolate (21 wt % in ethanol, 32 mL). 3-Hydrazinopyridine.dihydrochloride (5.00 g, 27.5 mmol) was added, causing an exotherm from 20° C. to 58° C. The mixture was allowed to cool to 20° C. and acrylonitrile (2.91 g, 54.9 mmol) was added. The reaction was heated at 60° C. for 5 hours and cooled to 20° C. The excess sodium ethanolate was quenched with hydrochloric acid (4 M in 1,4-dioxane, 6.88 mL, 27.5 mmol) at <20° C. The mixture wa... Yields the product ClC1=CC=C(C2=C1C=C(O2)CC)N2C(N(C(=CC2=O)C(F)(F)F)C)=O (3-(4-chloro-2-ethylbenzofuran-7-yl)-1-methyl-6-trifluoromethyluracil). Reactants: ClC1=CC(=C(C=C1)N1C(N(C(=CC1=O)C(F)(F)F)C)=O)OC(C#C)C (3-[4-chloro-2-(1-methyl-2-propynyloxy)phenyl]-1-methyl-6-trifluoromethyluracil), [F-].[Cs+] (cesium fluoride). The yield is 47.3%. Conditions: temperature 185 celsius, time 30 minute. Solvent: C(C)N(C1=CC=CC=C1)CC (N,N-diethylaniline). Procedure: 50 ml of N,N-diethylaniline was added to 1.25 g (3.4 mmol) of 3-[4-chloro-2-(1-methyl-2-propynyloxy)phenyl]-1-methyl-6-trifluoromethyluracil and 1.0 g (6.8 mmol) of cesium fluoride, followed by stirring at 180 to 190° C. for 30 minutes. After completion of the reaction, the reaction mixture was purified directly by silica gel column chromatography to obtain 0.60 g (yield: 50.7%) of the desired product as white crystals. Melting point: 159-160° C. Reaction SMILES: [Cl:1][C:2]1[CH:7]=[CH:6][C:5]([N:8]2[C:13](=[O:14])[CH:12]=[C:11]([C:15]([F:18])([F:17])[F:16])[N:10]([CH3:19])[C:9]2=[O:20])=[C:4]([O:21][CH:22]([CH3:25])[C:23]#[CH:24])[CH:3]=1.[F-].[Cs+]>C(N(CC)C1C=CC=CC=1)C>[Cl:1][C:2]1[C:3]2[CH:25]=[C:22]([CH2:23][CH3:24])[O:21][C:4]=2[C:5]([N:8]2[C:13](=[O:14])[CH:12]=[C:11]([C:15]([F:18])([F:16])[F:17])[N:10]([CH3:19])[C:9]2=[O:20])=[CH:6][CH:7]=1 |f:1.2|.